Dataset: the Open Reaction Database (ORD), a public repository of structured organic reaction records. Task: describe an organic reaction: reactants, conditions, products, and yield Starting materials: N (ammonia), [Si](C)(C)(C(C)(C)C)O[C@H]1C[C@@H](O[C@@H]1CO[Si](C)(C)C(C)(C)C)N1C=NC=2C(=O)NC(N)=NC12 (3′,5′-Bis-O-(tert-butyldimethylsilyl)deoxyguanosine), C[Si](C)(C)Cl (trimethylsilyl chloride), ClC(=O)OC1=CC=CC=C1 (phenyl chloroformate). Solvent: N1=CC=CC=C1 (pyridine), N1=CC=CC=C1 (pyridine). Conditions: time 1 hour. Yields the product [Si](C)(C)(C(C)(C)C)O[C@H]1C[C@@H](O[C@@H]1CO[Si](C)(C)C(C)(C)C)N1C=NC=2C(=O)NC(NC(N)=O)=NC12 (3′,5′-bis-O-(tert-butyldimethylsilyl)-2-N-carbamoyldeoxyguanosine). The yield is 67.5%. As a reaction SMILES: [Si:1]([O:8][C@@H:9]1[C@@H:13]([CH2:14][O:15][Si:16]([C:19]([CH3:22])([CH3:21])[CH3:20])([CH3:18])[CH3:17])[O:12][C@@H:11]([N:23]2[C:33]3[N:32]=[C:30]([NH2:31])[NH:29][C:27](=[O:28])[C:26]=3[N:25]=[CH:24]2)[CH2:10]1)([C:4]([CH3:7])([CH3:6])[CH3:5])([CH3:3])[CH3:2].C[Si](Cl)(C)C.ClC([O:42][C:43]1C=CC=CC=1)=O.[NH3:49]>N1C=CC=CC=1>[Si:1]([O:8][C@@H:9]1[C@@H:13]([CH2:14][O:15][Si:16]([C:19]([CH3:20])([CH3:21])[CH3:22])([CH3:17])[CH3:18])[O:12][C@@H:11]([N:23]2[C:33]3[N:32]=[C:30]([NH:31][C:43](=[O:42])[NH2:49])[NH:29][C:27](=[O:28])[C:26]=3[N:25]=[CH:24]2)[CH2:10]1)([C:4]([CH3:6])([CH3:7])[CH3:5])([CH3:3])[CH3:2]. Reported procedure: 3′,5′-Bis-O-(tert-butyldimethylsilyl)deoxyguanosine (2.8 g, 5.83 mmol) was azeotroped with anhydrous pyridine three times and then dissolved in anhydrous pyridine (60 mL), and trimethylsilyl chloride (1.11 mL, 8.75 mmol) was added thereto. The mixture was stirred at room temperature for 1 hour, and then phenyl chloroformate (1.10 mL, 8.75 mmol) was added thereto. The resulting mixture was stirred at room temperature for 4 hours, and 28% aqueous ammonia (4.1 mL, 29.1 mmol) was added thereto. The ...